The task is: describe an organic reaction: reactants, conditions, products, and yield. This data is from the Open Reaction Database (ORD), a public repository of structured organic reaction records. The reactants are Cl.ClC=1C=C2CCN(C2=CC1)NC(SC)=N (1-(5-chloroindolin-1-yl)-2-methylisothiourea hydrochloride), C1(CC1)N (cyclopropylamine). Run in CO (methanol). The product is ClC=1C=C2CCN(C2=CC1)NC(=N)NC1CC1 (1-(5-Chloroindolin-1-yl)-3-cyclopropylguanidine). As a reaction SMILES: Cl.[Cl:2][C:3]1[CH:4]=[C:5]2[C:9](=[CH:10][CH:11]=1)[N:8]([NH:12][C:13](=[NH:16])SC)[CH2:7][CH2:6]2.[CH:17]1([NH2:20])[CH2:19][CH2:18]1>CO>[Cl:2][C:3]1[CH:4]=[C:5]2[C:9](=[CH:10][CH:11]=1)[N:8]([NH:12][C:13]([NH:20][CH:17]1[CH2:19][CH2:18]1)=[NH:16])[CH2:7][CH2:6]2 |f:0.1|. Procedure: 12 g of 1-(5-chloroindolin-1-yl)-2-methylisothiourea hydrochloride in 60 ml of methanol were heated for 5 hours at 100° with 15 ml of cyclopropylamine. The reaction mixture was concentrated to dryness. The residue was partitioned between ethyl acetate and dilute aqueous sodium hydroxide. The ethyl acetate phase was concentrated, and dried over magnesium sulphate to give the title compound. M.Pt. 146° - 149° (on recrystallization from ethyl acetate). RXN SMILES: [H-].[Na+].[C:3]([O:7][CH3:8])(=[O:6])[CH2:4][OH:5].CS(O[CH2:14][CH:15]1[CH2:20][CH2:19][N:18]([C:21]2[CH:22]=[CH:23][C:24]3[N:25]([C:27]([C:30]([F:33])([F:32])[F:31])=[N:28][N:29]=3)[N:26]=2)[CH2:17][CH2:16]1)(=O)=O>>[F:33][C:30]([F:31])([F:32])[C:27]1[N:25]2[N:26]=[C:21]([N:18]3[CH2:17][CH2:16][CH:15]([CH2:14][O:5][CH2:4][C:3]([O:7][CH3:8])=[O:6])[CH2:20][CH2:19]3)[CH:22]=[CH:23][C:24]2=[N:29][N:28]=1 |f:0.1|. The yield is 17.4%. The product is FC(C1=NN=C2N1N=C(C=C2)N2CCC(CC2)COCC(=O)OC)(F)F (methyl 2-[[1-[3-(trifluoromethyl)-[1,2,4]triazolo[4,3-b]pyridazin-6-yl]piperidin-4-yl]methoxy]acetate). Reported procedure: Sodium hydride (60% dispersion in oil, 0.120 g, 3.0 mmol) was added to neat methyl glycolate (1.544 mL, 20.0 mmol). When the effervescence had subsided 6-[4-(methanesulfonyloxymethyl)piperidin-1-yl]-3-(trifluoromethyl)-[1,2,4]triazolo[4,3-b]pyridazine (0.759 g, 2.0 mmol) was added and the mixture was heated at 100° C. for 40 minutes. The reaction mixture was partitioned between DCM and water. The organic phase was washed with water and brine, dried over MgSO4 and evaporated. The product was isol... The reactants are [H-].[Na+] (Sodium hydride), C(CO)(=O)OC (methyl glycolate), CS(=O)(=O)OCC1CCN(CC1)C=1C=CC=2N(N1)C(=NN2)C(F)(F)F (6-[4-(methanesulfonyloxymethyl)piperidin-1-yl]-3-(trifluoromethyl)-[1,2,4]triazolo[4,3-b]pyridazine). Conditions: temperature 100 celsius. Starting materials: N1C=NC=C1 (imidazole), ClC1=CC2=C(N=CN=C2NCCC2=CC3=C(C=C2)OCO3)S1 (6-chloro-4-(3,4-methylenedioxyphenethylamino)-thieno-[2,3-d]-pyrimidine). The product is N1(C=NC=C1)C=1N=C(C2=C(N1)SC=C2)NCCC2=CC1=C(C=C2)OCO1 (2-(imidazol-1-yl)-4-(3,4-methylenedioxyphenethylamino)-thieno-[2,3-d]-pyrimidine). As a reaction SMILES: [NH:1]1[CH:5]=[CH:4][N:3]=[CH:2]1.Cl[C:7]1[S:27][C:10]2[N:11]=[CH:12][N:13]=[C:14]([NH:15][CH2:16][CH2:17][C:18]3[CH:23]=[CH:22][C:21]4[O:24][CH2:25][O:26][C:20]=4[CH:19]=3)[C:9]=2[CH:8]=1>>[N:1]1([C:12]2[N:13]=[C:14]([NH:15][CH2:16][CH2:17][C:18]3[CH:23]=[CH:22][C:21]4[O:24][CH2:25][O:26][C:20]=4[CH:19]=3)[C:9]3[CH:8]=[CH:7][S:27][C:10]=3[N:11]=2)[CH:5]=[CH:4][N:3]=[CH:2]1. Procedure: Following the procedure of Example 97, the reaction of imidazole with 6-chloro-4-(3,4-methylenedioxyphenethylamino)-thieno-[2,3-d]-pyrimidine gives 2-(imidazol-1-yl)-4-(3,4-methylenedioxyphenethylamino)-thieno-[2,3-d]-pyrimidine. Reactants: CCO, CCN(CCCN1C(=O)c2ccccc2C1=O)CCc1ccc(Cl)cc1, NN, O. Product: CCN(CCCN)CCc1ccc(Cl)cc1. RXN SMILES: [CH3:30][CH2:31][OH:32].[Cl:1][c:2]1[cH:3][cH:4][c:5]([CH2:8][CH2:9][N:10]([CH2:11][CH2:12][CH2:13][N:14]2[C:15](=[O:16])[c:17]3[cH:18][cH:19][cH:20][cH:21][c:22]3[C:23]2=[O:24])[CH2:25][CH3:26])[cH:6][cH:7]1.[NH2:28][NH2:29].[OH2:27]>>[Cl:1][c:2]1[cH:3][cH:4][c:5]([CH2:8][CH2:9][N:10]([CH2:11][CH2:12][CH2:13][NH2:14])[CH2:25][CH3:26])[cH:6][cH:7]1. Reactants: CCOC(=O)C(Cc1ccc(O)cc1)OCC, CCOC(=O)C=C(C)c1cccc(-c2ccc(C(C)=CCO)cc2)c1. Product: CCOC(=O)C=C(C)c1cccc(-c2ccc(C(C)=CCOc3ccc(CC(OCC)C(=O)OCC)cc3)cc2)c1. As a reaction SMILES: [CH2:26]([CH3:27])[O:28][CH:29]([C:30](=[O:31])[O:32][CH2:33][CH3:34])[CH2:35][c:36]1[cH:37][cH:38][c:39]([OH:42])[cH:40][cH:41]1.[OH:1][CH2:2][CH:3]=[C:4]([CH3:5])[c:6]1[cH:7][cH:8][c:9](-[c:12]2[cH:13][c:14]([C:18](=[CH:19][C:20](=[O:21])[O:22][CH2:23][CH3:24])[CH3:25])[cH:15][cH:16][cH:17]2)[cH:10][cH:11]1>>[O:1]([CH2:2][CH:3]=[C:4]([CH3:5])[c:6]1[cH:7][cH:8][c:9](-[c:12]2[cH:13][c:14]([C:18](=[CH:19][C:20](=[O:21])[O:22][CH2:23][CH3:24])[CH3:25])[cH:15][cH:16][cH:17]2)[cH:10][cH:11]1)[c:39]1[cH:38][cH:37][c:36]([CH2:35][CH:29]([O:28][CH2:26][CH3:27])[C:30](=[O:31])[O:32][CH2:33][CH3:34])[cH:41][cH:40]1. Reactants: CCC1=NC(C)(C)CO1, O=Cc1ccc(Cl)cc1Cl, I. Yields the product CC(=Cc1ccc(Cl)cc1Cl)C1=NC(C)(C)CO1. As a reaction SMILES: [CH3:11][C:12]1([CH3:19])[N:13]=[C:14]([CH2:17][CH3:18])[O:15][CH2:16]1.[Cl:1][c:2]1[c:3]([CH:4]=[O:5])[cH:6][cH:7][c:8]([Cl:10])[cH:9]1.[I:20]>>[Cl:1][c:2]1[c:3]([CH:4]=[C:17]([C:14]2=[N:13][C:12]([CH3:11])([CH3:19])[CH2:16][O:15]2)[CH3:18])[cH:6][cH:7][c:8]([Cl:10])[cH:9]1. Starting materials: [Si](C1=CC=CC=C1)(C1=CC=CC=C1)(C(C)(C)C)OCC=1C(=C(C(=C(C1)C(C(=O)OCC)=O)F)F)N1C[C@H](O[C@H](C1)C)C (Ethyl 2-(5-((tert-butyldiphenylsilyloxy)methyl)-4-((2R,6S)-2,6-dimethylmorpholino)-2,3-difluorophenyl)-2-oxoacetate), [Si](C1=CC=CC=C1)(C1=CC=CC=C1)(C(C)(C)C)OCC=1C(=C(C(=C(C1)C(C(=O)OCC)=O)F)F)N1C[C@H](O[C@H](C1)C)C (Ethyl 2-(5-((tert-butyldiphenylsilyloxy)methyl)-4-((2R,6S)-2,6-dimethylmorpholino)-2,3-difluorophenyl)-2-oxoacetate), Cl.NO (hydroxylamine hydrochloride). Run in N1=CC=CC=C1 (pyridine). Run at temperature 115 celsius, time 16 hour. The product is [Si](C1=CC=CC=C1)(C1=CC=CC=C1)(C(C)(C)C)OCC=1C(=C(C(=C(C1)C(C(=O)OCC)=NO)F)F)N1C[C@H](O[C@H](C1)C)C (Ethyl 2-(5-((tert-butyldiphenylsilyloxy)methyl)-4-((2R,6S)-2,6-dimethylmorpholino)-2,3-difluorophenyl)-2-(hydroxyimino)acetate). As a reaction SMILES: [Si:1]([O:18][CH2:19][C:20]1[C:21]([N:35]2[CH2:40][C@H:39]([CH3:41])[O:38][C@H:37]([CH3:42])[CH2:36]2)=[C:22]([F:34])[C:23]([F:33])=[C:24]([C:26](=O)[C:27]([O:29][CH2:30][CH3:31])=[O:28])[CH:25]=1)([C:14]([CH3:17])([CH3:16])[CH3:15])([C:8]1[CH:13]=[CH:12][CH:11]=[CH:10][CH:9]=1)[C:2]1[CH:7]=[CH:6][CH:5]=[CH:4][CH:3]=1.Cl.[NH2:44][OH:45]>N1C=CC=CC=1>[Si:1]([O:18][CH2:19][C:20]1[C:21]([N:35]2[CH2:36][C@H:37]([CH3:42])[O:38][C@H:39]([CH3:41])[CH2:40]2)=[C:22]([F:34])[C:23]([F:33])=[C:24]([C:26](=[N:44][OH:45])[C:27]([O:29][CH2:30][CH3:31])=[O:28])[CH:25]=1)([C:14]([CH3:15])([CH3:16])[CH3:17])([C:8]1[CH:13]=[CH:12][CH:11]=[CH:10][CH:9]=1)[C:2]1[CH:7]=[CH:6][CH:5]=[CH:4][CH:3]=1 |f:1.2|. Procedure: Ethyl 2-(5-((tert-butyldiphenylsilyloxy)methyl)-4-((2R,6S)-2,6-dimethylmorpholino)-2,3-difluorophenyl)-2-oxoacetate (Intermediate 114, 2.808 g, 4.71 mmol) and hydroxylamine hydrochloride (0.360 g, 5.18 mmol) were dissolved in pyridine (40 ml) and stirred at 115° C. for 16 hours. The reaction was concentrated to remove excess pyridine. The residue was dissolved in ethyl acetate and washed with water and brine 3×. The organic layer was dried over MgSO4 and concentrated. The residue was purified by... Starting materials: C(=O)([O-])[O-].[K+].[K+] (K2CO3), COCCOC1=NC(=C2NC=NC2=N1)N (2-(2-methoxyethoxy)adenine), BrCCCP(OCC)(OCC)=O (diethyl (3-bromopropyl)phosphonate). The solvent is CN(C)C=O (DMF). Reaction conditions: temperature 70 celsius, time 1 hour. Product: C(C)OP(OCC)(=O)CCCN1C2=NC(=NC(=C2N=C1)N)OCCOC ((3-(6-amino-2-(2-methoxyethoxy)purin-9-yl)propyl)phosphonic acid diethyl ester). Isolated yield 78.8%. RXN SMILES: [CH3:1][O:2][CH2:3][CH2:4][O:5][C:6]1[N:14]=[C:13]2[C:9]([NH:10][CH:11]=[N:12]2)=[C:8]([NH2:15])[N:7]=1.C([O-])([O-])=O.[K+].[K+].Br[CH2:23][CH2:24][CH2:25][P:26](=[O:33])([O:30][CH2:31][CH3:32])[O:27][CH2:28][CH3:29]>CN(C=O)C>[CH2:31]([O:30][P:26]([CH2:25][CH2:24][CH2:23][N:12]1[CH:11]=[N:10][C:9]2[C:13]1=[N:14][C:6]([O:5][CH2:4][CH2:3][O:2][CH3:1])=[N:7][C:8]=2[NH2:15])(=[O:33])[O:27][CH2:28][CH3:29])[CH3:32] |f:1.2.3|. Reported procedure: To a suspension of 2-(2-methoxyethoxy)adenine Compound (15) (200 mg, 0.96 mmol) in DMF (5 ml) was added K2CO3 (132 mg 0.96 mmol). Then diethyl (3-bromopropyl)phosphonate (265 μl, 1.44 mmol) was added. The reaction mixture was stirred at 70° C. for 1 h, and the solvent was removed under vacuum. The residue was dissolved in DCM and washed with brine. The aqueous phase was extracted again with DCM. The combined organic layers were dried over Na2SO4, filtered, and concentrated under vacuum. The resi... Starting materials: Cl (hydrochloric acid), COC(/C(=N/O)/C1=C(C=CC=C1)OC1=CC=CC=C1)=O (E-α-hydroxyimino-2-phenoxyphenylacetic acid methyl ester), CO (methanol), [OH-].[Na+] (sodium hydroxide). Run in O (water). Yields the product O\N=C(\C(=O)O)/C1=C(C=CC=C1)OC1=CC=CC=C1 (E-α-hydroxyimino-2-phenoxyphenylacetic acid). Isolated yield 72.9%. RXN SMILES: C[O:2][C:3](=[O:20])/[C:4](/[C:7]1[CH:12]=[CH:11][CH:10]=[CH:9][C:8]=1[O:13][C:14]1[CH:19]=[CH:18][CH:17]=[CH:16][CH:15]=1)=[N:5]/[OH:6].CO.[OH-].[Na+].Cl>O>[OH:6]/[N:5]=[C:4](\[C:7]1[CH:12]=[CH:11][CH:10]=[CH:9][C:8]=1[O:13][C:14]1[CH:19]=[CH:18][CH:17]=[CH:16][CH:15]=1)/[C:3]([OH:20])=[O:2] |f:2.3|. Procedure: To E-α-hydroxyimino-2-phenoxyphenylacetic acid methyl ester (9.99 g, 0.0368 mole) were added methanol (36.8 ml), sodium hydroxide (3.23 g, 0.081 mole) and water (36.8 ml) and the mixture was heated under reflux for one hour. After heating, conc. hydrochloric acid (1 ml) was added to the mixture under ice cooling and the precipitated crystals were filtered off and recrystallized (methanol/ethyl acetate/n-hexane) to obtain E-α-hydroxyimino-2-phenoxyphenylacetic acid (6.90 g, yield: 72.9%) as color...